This data is from the Open Reaction Database (ORD), a public repository of structured organic reaction records. The task is: describe an organic reaction: reactants, conditions, products, and yield Reactants: O=C([O-])[O-], COC(=O)C1CCC(O)(c2ncc(-c3cc(C)cc(N)c3)s2)CC1(C)C, Cc1nc(Cl)ncc1F, [Cs+], [Cs+], CC(=O)[O-], CC(=O)[O-], [Pd+2]. Yields the product COC(=O)C1CCC(O)(c2ncc(-c3cc(C)cc(Nc4ncc(F)c(C)n4)c3)s2)CC1(C)C. As a reaction SMILES: [C:36](=[O:37])([O-:38])[O-:39].[CH3:10][O:11][C:12](=[O:13])[CH:14]1[C:15]([CH3:34])([CH3:35])[CH2:16][C:17]([OH:20])([c:21]2[s:22][c:23](-[c:26]3[cH:27][c:28]([NH2:33])[cH:29][c:30]([CH3:32])[cH:31]3)[cH:24][n:25]2)[CH2:18][CH2:19]1.[Cl:1][c:2]1[n:3][cH:4][c:5]([F:9])[c:6]([CH3:8])[n:7]1.[Cs+:40].[Cs+:41].[O-:43][C:44]([CH3:45])=[O:46].[O-:47][C:48]([CH3:49])=[O:50].[Pd+2:42]>>[c:2]1([NH:33][c:28]2[cH:27][c:26](-[c:23]3[s:22][c:21]([C:17]4([OH:20])[CH2:16][C:15]([CH3:34])([CH3:35])[CH:14]([C:12]([O:11][CH3:10])=[O:13])[CH2:19][CH2:18]4)[n:25][cH:24]3)[cH:31][c:30]([CH3:32])[cH:29]2)[n:3][cH:4][c:5]([F:9])[c:6]([CH3:8])[n:7]1.